The task is: describe an organic reaction: reactants, conditions, products, and yield. This data is from the Open Reaction Database (ORD), a public repository of structured organic reaction records. The reactants are N1(C=NC=C1)CC1=C(N=C2N1C=C(C=C2)C)C2=CC=C(C=C2)C (3-((1H-imidazol-1-yl)methyl)-6-methyl-2-p-tolylimidazo[1,2-a]pyridine), Cl.ClCC1=C(N=C2N1C=CC=C2)C2=CC=C(C=C2)Cl (3-(chloromethyl)-2-(4-chlorophenyl)imidazo[1,2-a]pyridine hydrochloride), CNC(=O)C1=NC2=C(N1)C=CC=C2 (N-methyl-1H-benzo[d]imidazole-2-carboxamide). As a reaction SMILES: N1(CC2N3C=C(C)C=CC3=NC=2C2C=CC(C)=CC=2)C=CN=C1.Cl.Cl[CH2:26][C:27]1[N:31]2[CH:32]=[CH:33][CH:34]=[CH:35][C:30]2=[N:29][C:28]=1[C:36]1[CH:41]=[CH:40][C:39]([Cl:42])=[CH:38][CH:37]=1.[CH3:43][NH:44][C:45]([C:47]1[NH:51][C:50]2[CH:52]=[CH:53][CH:54]=[CH:55][C:49]=2[N:48]=1)=[O:46]>>[Cl:42][C:39]1[CH:40]=[CH:41][C:36]([C:28]2[N:29]=[C:30]3[CH:35]=[CH:34][CH:33]=[CH:32][N:31]3[C:27]=2[CH2:26][N:48]2[C:49]3[CH:55]=[CH:54][CH:53]=[CH:52][C:50]=3[N:51]=[C:47]2[C:45]([NH:44][CH3:43])=[O:46])=[CH:37][CH:38]=1 |f:1.2|. Procedure details: The title compound was prepared according to Method A and the experimentals described for compound 1 from 3-(chloromethyl)-2-(4-chlorophenyl)imidazo[1,2-a]pyridine hydrochloride and N-methyl-1H-benzo[d]imidazole-2-carboxamide. M/e+ 416 for C23H19ClN5O (M+H)+; 1H-NMR (400 MHz, CDCl3) δ 8.40 (d, J=6.9 Hz, 1H), 7.90 (d, J=4.7 Hz, 1H), 7.76 (d, J=8.4 Hz, 2H), 7.62 (dd, J=13.1, 8.0 Hz, 2H), 7.51 (d, J=8.4 Hz, 2H), 7.18 (dd, J=8.4, 1.1 Hz, 2H), 6.98 (m, 1H), 6.73 (m, 1H), 6.67 (s, 2H) 3.12 (d, J=5.1 H... Product: ClC1=CC=C(C=C1)C=1N=C2N(C=CC=C2)C1CN1C(=NC2=C1C=CC=C2)C(=O)NC (1-((2-(4-chlorophenyl)imidazo[1,2-a]pyridin-3-yl)methyl)-N-methyl-1H-benzo[d]imidazole-2-carboxamide). Starting materials: CC1=CC=C(C=N1)NC(C(C1=CC=CC=C1)=O)=O (N-(6-methyl-pyridin-3-yl)-2-oxo-2-phenyl-acetamide), BrCCC1=CC=C(C=C1)C(F)(F)F (1-(2-bromo-ethyl)-4-trifluoromethyl-benzene). Yields the product CC1=CC=C(C=N1)N(C(C(C1=CC=CC=C1)=O)=O)CCC1=CC=C(C=C1)C(F)(F)F (N-(6-methyl-pyridin-3-yl)-2-oxo-2-phenyl-N-[2-(4-trifluoromethyl-phenyl)-ethyl]-acetamide). As a reaction SMILES: [CH3:1][C:2]1[N:7]=[CH:6][C:5]([NH:8][C:9](=[O:18])[C:10](=[O:17])[C:11]2[CH:16]=[CH:15][CH:14]=[CH:13][CH:12]=2)=[CH:4][CH:3]=1.Br[CH2:20][CH2:21][C:22]1[CH:27]=[CH:26][C:25]([C:28]([F:31])([F:30])[F:29])=[CH:24][CH:23]=1>>[CH3:1][C:2]1[N:7]=[CH:6][C:5]([N:8]([CH2:20][CH2:21][C:22]2[CH:23]=[CH:24][C:25]([C:28]([F:29])([F:30])[F:31])=[CH:26][CH:27]=2)[C:9](=[O:18])[C:10](=[O:17])[C:11]2[CH:12]=[CH:13][CH:14]=[CH:15][CH:16]=2)=[CH:4][CH:3]=1. Procedure details: In analogy to the procedure described for the synthesis example 43 (step 2), the title compound N-(6-methyl-pyridin-3-yl)-2-oxo-2-phenyl-N-[2-(4-trifluoromethyl-phenyl)-ethyl]-acetamide (MS m/e: 413.2 [M+H]+) was prepared from N-(6-methyl-pyridin-3-yl)-2-oxo-2-phenyl-acetamide and 1-(2-bromo-ethyl)-4-trifluoromethyl-benzene. The reactants are C[C@@H]1N[C@@H](CNC1)C (cis-2,6-dimethylpiperazine), C(O)([O-])=O.[Na+] (sodium hydrogencarbonate), ClCC(=O)NC1=C(C=CC=C1)Cl (2-Chloro-N-(2-chlorophenyl)acetamide). The solvent is C(C)O (ethanol). The product is ClC1=C(C=CC=C1)NC(CN1C[C@H](N[C@H](C1)C)C)=O (cis-N-(2-Chlorophenyl)-2-(3,5-dimethylpiperazin-1-yl)acetamide). Reaction SMILES: Cl[CH2:2][C:3]([NH:5][C:6]1[CH:11]=[CH:10][CH:9]=[CH:8][C:7]=1[Cl:12])=[O:4].[CH3:13][C@H:14]1[CH2:19][NH:18][CH2:17][C@@H:16]([CH3:20])[NH:15]1.C(=O)([O-])O.[Na+]>C(O)C>[Cl:12][C:7]1[CH:8]=[CH:9][CH:10]=[CH:11][C:6]=1[NH:5][C:3](=[O:4])[CH2:2][N:18]1[CH2:17][C@H:16]([CH3:20])[NH:15][C@H:14]([CH3:13])[CH2:19]1 |f:2.3|. Procedure: The product of step (i) (5.9 g) was dissolved in ethanol (50 ml) and cis-2,6-dimethylpiperazine (3 g) and sodium hydrogencarbonate (6.63 g) were added at room temperature under a nitrogen atmosphere. The mixture was heated under reflux for 24 hours and the cooled solution was filtered and the filtrate was evaporated under reduced pressure. The residue was dissolved in 1M HCl (22 ml) and washed with dichloromethane. The aqueous solution was then basified to pH13 with a solution of sodium hydroxid... RXN SMILES: [Br:30][CH2:31][c:32]1[cH:33][cH:34][c:35]([CH2:38][C:39](=[O:40])[OH:41])[cH:36][cH:37]1.[CH3:2][N:3]([CH3:4])[CH2:5][CH2:6][CH2:7][N:8]=[C:9]=[N:10][CH2:11][CH3:12].[CH3:45][CH2:46][O:47][C:48](=[O:49])[CH3:50].[Cl:42][CH2:43][Cl:44].[ClH:1].[NH2:13][c:14]1[s:15][c:16]([S:19][CH2:20][c:21]2[o:22][c:23]([C:26]([CH3:27])([CH3:28])[CH3:29])[cH:24][n:25]2)[cH:17][n:18]1>>[NH:13]([c:14]1[s:15][c:16]([S:19][CH2:20][c:21]2[o:22][c:23]([C:26]([CH3:27])([CH3:28])[CH3:29])[cH:24][n:25]2)[cH:17][n:18]1)[C:39]([CH2:38][c:35]1[cH:34][cH:33][c:32]([CH2:31][Br:30])[cH:37][cH:36]1)=[O:40]. Yields the product CC(C)(C)c1cnc(CSc2cnc(NC(=O)Cc3ccc(CBr)cc3)s2)o1. Reactants: O=C(O)Cc1ccc(CBr)cc1, CCN=C=NCCCN(C)C, CCOC(C)=O, ClCCl, Cl, CC(C)(C)c1cnc(CSc2cnc(N)s2)o1. Reactants: COC=1C=C2C(=C(NC2=CC1OC)C(=O)OC)C1=CC(=C(C=C1)OC)OC (methyl 5,6-dimethoxy-3-(3,4-dimethoxyphenyl)indole-2-carboxylate), [OH-].[Na+] (NaOH), CO (methanol), Cl (HCl). The solvent is O (water). The product is COC=1C=C2C(=C(NC2=CC1OC)C(=O)O)C1=CC(=C(C=C1)OC)OC (5,6-dimethoxy-3-(3,4-dimethoxyphenyl)indole-2-carboxylic acid). The yield is 85.3%. As a reaction SMILES: [CH3:1][O:2][C:3]1[CH:4]=[C:5]2[C:9](=[CH:10][C:11]=1[O:12][CH3:13])[NH:8][C:7]([C:14]([O:16]C)=[O:15])=[C:6]2[C:18]1[CH:23]=[CH:22][C:21]([O:24][CH3:25])=[C:20]([O:26][CH3:27])[CH:19]=1.[OH-].[Na+].CO.Cl>O>[CH3:1][O:2][C:3]1[CH:4]=[C:5]2[C:9](=[CH:10][C:11]=1[O:12][CH3:13])[NH:8][C:7]([C:14]([OH:16])=[O:15])=[C:6]2[C:18]1[CH:23]=[CH:22][C:21]([O:24][CH3:25])=[C:20]([O:26][CH3:27])[CH:19]=1 |f:1.2|. Reported procedure: A mixture of methyl 5,6-dimethoxy-3-(3,4-dimethoxyphenyl)indole-2-carboxylate (0.54 g), 2N-NaOH (10 ml) and methanol (25 ml) was refluxed for 3 hours under stirring. The reaction mixture was poured into water, acidified with 6N-HCl and extracted with chloroform. The chloroform layer was washed with water, dried (MgSO4) and concentrated. The precipitated crystals were collected by filtration and recrystallized from methanol to give 5,6-dimethoxy-3-(3,4-dimethoxyphenyl)indole-2-carboxylic acid (0.... Yields the product CC(=O)c1ccc(NCCBr)cc1. Reactants: BrCCBr, [H-], CC(=O)c1ccc(N)cc1, [Na+], CN(C)C=O, O. Reaction SMILES: [Br:13][CH2:14][CH2:15][Br:16].[H-:2].[NH2:3][c:4]1[cH:5][cH:6][c:7]([C:10]([CH3:11])=[O:12])[cH:8][cH:9]1.[Na+:1].[O:18]=[CH:19][N:20]([CH3:21])[CH3:22].[OH2:17]>>[NH:3]([c:4]1[cH:5][cH:6][c:7]([C:10]([CH3:11])=[O:12])[cH:8][cH:9]1)[CH2:15][CH2:14][Br:13].